Task: describe an organic reaction: reactants, conditions, products, and yield. Dataset: the Open Reaction Database (ORD), a public repository of structured organic reaction records Reactants: C(C1=CC=CC=C1)OC(=O)NC1=CN=C(N(C1=O)CC(=O)O)C=1C=C(C=CC1)C (2-[5-benzyloxycarbonylamino-6-oxo-2-(m-tolyl)-1,6-dihydro-1-pyrimidinyl]acetic acid), NC(C(C(F)(F)F)(O)C1=CC=CC=C1)C (3-amino-1,1,1-trifluoro-2-phenyl-2-butanol), CCN=C=NCCCN(C)C.Cl (WSCI hydrochloride), C=1C=CC2=C(C1)N=NN2O (HOBT). Run in CN(C)C=O (DMF). The product is C(C1=CC=CC=C1)OC(=O)NC1=CN=C(N(C1=O)CC(=O)NC(C(C(F)(F)F)O)CC1=CC=CC=C1)C=1C=C(C=CC1)C (2-[5-Benzyloxycarbonylamino-6-oxo-2-(m-tolyl)-1,6-dihydro-1-pyrimidyl]-N-(1-benzyl-3,3,3-trifluoro-2-hydroxypropyl)acetamide), C(C1=CC=CC=C1)OC(=O)NC1=CN=C(N(C1=O)CC(=O)NC(C(C(F)(F)F)=O)CC1=CC=CC=C1)C=1C=C(C=CC1)C (2-[5-benzyloxycarbonylamino-6-oxo-2-(m-tolyl)-1,6-dihydro-1-pyrimidyl]-N-(1-benzyl-3,3,3-trifluoro-2-oxopropyl)-acetamide), target compound. Isolated yield 100.0%. As a reaction SMILES: [CH2:1]([O:8][C:9]([NH:11][C:12]1[C:17](=[O:18])[N:16]([CH2:19][C:20]([OH:22])=O)[C:15]([C:23]2[CH:24]=[C:25]([CH3:29])[CH:26]=[CH:27][CH:28]=2)=[N:14][CH:13]=1)=[O:10])[C:2]1[CH:7]=CC=C[CH:3]=1.[NH2:30][CH:31]([CH3:44])[C:32](C1C=CC=CC=1)([OH:37])[C:33]([F:36])([F:35])[F:34].CCN=C=N[CH2:50][CH2:51][CH2:52]N(C)C.Cl.[CH:57]1[CH:58]=[CH:59][C:60]2N(O)N=N[C:61]=2[CH:62]=1>CN(C=O)C>[CH2:1]([O:8][C:9]([NH:11][C:12]1[C:17](=[O:18])[N:16]([CH2:19][C:20]([NH:30][CH:31]([CH2:44][C:61]2[CH:60]=[CH:59][CH:58]=[CH:57][CH:62]=2)[CH:32]([OH:37])[C:33]([F:36])([F:34])[F:35])=[O:22])[C:15]([C:23]2[CH:24]=[C:25]([CH3:29])[CH:26]=[CH:27][CH:28]=2)=[N:14][CH:13]=1)=[O:10])[C:2]1[CH:3]=[CH:52][CH:51]=[CH:50][CH:7]=1.[CH2:1]([O:8][C:9]([NH:11][C:12]1[C:17](=[O:18])[N:16]([CH2:19][C:20]([NH:30][CH:31]([CH2:44][C:61]2[CH:60]=[CH:59][CH:58]=[CH:57][CH:62]=2)[C:32](=[O:37])[C:33]([F:36])([F:34])[F:35])=[O:22])[C:15]([C:23]2[CH:24]=[C:25]([CH3:29])[CH:26]=[CH:27][CH:28]=2)=[N:14][CH:13]=1)=[O:10])[C:2]1[CH:3]=[CH:52][CH:51]=[CH:50][CH:7]=1 |f:2.3|. Procedure details: 2-[5-Benzyloxycarbonylamino-6-oxo-2-(m-tolyl)-1,6-dihydro-1-pyrimidyl]-N-(1-benzyl-3,3,3-trifluoro-2-hydroxypropyl)acetamide was synthesized in the same manner as in Example 1. That is, 2-[5-benzyloxycarbonylamino-6-oxo-2-(m-tolyl)-1,6-dihydro-1-pyrimidinyl]acetic acid (title compound in Reference Example 5, 3.00 g, 7.63 mmol) was treated with 3-amino-1,1,1-trifluoro-2-phenyl-2-butanol (title compound in Reference Example 1, 1.76 g, 8.03 mmol), WSCI hydrochloride (1.76 g, 9.18 mmol) and HOBT (2.... The reactants are C(C)(C)OC(=O)C=1C=C(C=C2C(CC(OC12)(C)C)(C)C)C#CC1=CC=C(C=C1)CC(=O)OC (6-(4-methoxycarbonylmethyl-phenylethynyl)-2,2,4,4-tetramethyl-chroman-8-carboxylic acid isopropyl ester), C(C)(C)OC(=O)C=1C=C(C=C2C(CC(OC12)(C)C)(C)C)C#CC1=CC=C(C=C1)CC(=O)OC (6-(4-methoxycarbonylmethyl-phenylethynyl)-2,2,4,4-tetramethyl-chroman-8-carboxylic acid isopropyl ester), [OH-].[Li+] (lithium hydroxide). Solvent: C(C)O (ethanol), O1CCCC1 (tetrahydrofuran), O (water). Reaction conditions: time 30 minute. Product: C(C)(C)OC(=O)C=1C=C(C=C2C(CC(OC12)(C)C)(C)C)C#CC1=CC=C(C=C1)CC(=O)O (6-(4-Carboxymethyl-phenylethynyl)-2,2,4,4-tetramethyl-chroman-8-carboxylic acid isopropyl ester). The yield is 80.3%. Reaction SMILES: [CH:1]([O:4][C:5]([C:7]1[CH:8]=[C:9]([C:21]#[C:22][C:23]2[CH:28]=[CH:27][C:26]([CH2:29][C:30]([O:32]C)=[O:31])=[CH:25][CH:24]=2)[CH:10]=[C:11]2[C:16]=1[O:15][C:14]([CH3:18])([CH3:17])[CH2:13][C:12]2([CH3:20])[CH3:19])=[O:6])([CH3:3])[CH3:2].[OH-].[Li+]>C(O)C.O1CCCC1.O>[CH:1]([O:4][C:5]([C:7]1[CH:8]=[C:9]([C:21]#[C:22][C:23]2[CH:28]=[CH:27][C:26]([CH2:29][C:30]([OH:32])=[O:31])=[CH:25][CH:24]=2)[CH:10]=[C:11]2[C:16]=1[O:15][C:14]([CH3:17])([CH3:18])[CH2:13][C:12]2([CH3:20])[CH3:19])=[O:6])([CH3:3])[CH3:2] |f:1.2|. Reported procedure: A solution of 6-(4-methoxycarbonylmethyl-phenylethynyl)-2,2,4,4-tetramethyl-chroman-8-carboxylic acid isopropyl ester (Intermediate 45, 0.019 g, 0.043 mmol) in ethanol (0.3 mL), tetrahydrofuran (0.3 mL) and water (0.3 mL) was treated with 1N lithium hydroxide (0.086 mL, 0.086 mmol) and the resulting reaction mixture was stirred at ambient temperature for 30 minutes. The volatiles were evaporated in vacuo to a residue that was washed with hexane:ethyl acetate (3:1) neutralized with 2N hydrochlori... Reactants: CCc1cc(C(=O)OC)cc(CC)c1OC, Cl, [Na+], [OH-], O. The product is CCc1cc(C(=O)O)cc(CC)c1OC. RXN SMILES: [CH3:1][O:2][C:3]([c:4]1[cH:5][c:6]([CH2:14][CH3:15])[c:7]([O:12][CH3:13])[c:8]([CH2:10][CH3:11])[cH:9]1)=[O:16].[ClH:19].[Na+:18].[OH-:17].[OH2:20]>>[O:2]=[C:3]([c:4]1[cH:5][c:6]([CH2:14][CH3:15])[c:7]([O:12][CH3:13])[c:8]([CH2:10][CH3:11])[cH:9]1)[OH:16]. Reactants: C[SiH](C)OC(CC#CCCCCCI)C(C)(C)C, CCBr, CC1CO1, C1CCOC1, [I-], [Mg]. Product: CC(O)CCCCCCC#CCC(O[SiH](C)C)C(C)(C)C. Reaction SMILES: [C:2]([CH3:3])([CH3:4])([CH3:5])[CH:6]([CH2:7][C:8]#[C:9][CH2:10][CH2:11][CH2:12][CH2:13][CH2:14][I:15])[O:16][SiH:17]([CH3:18])[CH3:19].[CH2:20]([Br:21])[CH3:22].[CH2:24]1[CH:25]([CH3:26])[O:27]1.[CH2:28]1[O:29][CH2:30][CH2:31][CH2:32]1.[I-:23].[Mg:1]>>[C:2]([CH3:3])([CH3:4])([CH3:5])[CH:6]([CH2:7][C:8]#[C:9][CH2:10][CH2:11][CH2:12][CH2:13][CH2:14][CH2:24][CH:25]([CH3:26])[OH:27])[O:16][SiH:17]([CH3:18])[CH3:19]. The reactants are CC=1C=CC(=NC1)[C@@H]1[C@H](C1)CO (((1S,2S)-2-(5-methylpyridin-2-yl)cyclopropyl)methanol), [H-].[Na+] (sodium hydride), BrC=1C(=NC(=NC1)C)Cl (5-bromo-4-chloro-2-methylpyrimidine), C([O-])(O)=O.[Na+] (sodium bicarbonate). The solvent is C1CCOC1 (THF), C1CCOC1 (THF). Reaction conditions: time 30 minute. Yields the product BrC=1C(=NC(=NC1)C)OC[C@@H]1[C@H](C1)C1=NC=C(C=C1)C (5-bromo-2-methyl-4-(((1S,2S)-2-(5-methylpyridin-2-yl)cyclopropyl)methoxy) pyrimidine). Yield: 83.3%. RXN SMILES: [CH3:1][C:2]1[CH:3]=[CH:4][C:5]([C@H:8]2[CH2:10][C@@H:9]2[CH2:11][OH:12])=[N:6][CH:7]=1.[H-].[Na+].[Br:15][C:16]1[C:17](Cl)=[N:18][C:19]([CH3:22])=[N:20][CH:21]=1.C(=O)(O)[O-].[Na+]>C1COCC1>[Br:15][C:16]1[C:17]([O:12][CH2:11][C@H:9]2[CH2:10][C@@H:8]2[C:5]2[CH:4]=[CH:3][C:2]([CH3:1])=[CH:7][N:6]=2)=[N:18][C:19]([CH3:22])=[N:20][CH:21]=1 |f:1.2,4.5|. Procedure: To a solution ((1S,2S)-2-(5-methylpyridin-2-yl)cyclopropyl)methanol (1.58 g, 9.7 mmol) in THF (25 mL) was added sodium hydride (466 mg, 11.6 mmol). The reaction mixture stirred at ambient temperature for 30 minutes. Next, a solution of 5-bromo-4-chloro-2-methylpyrimidine (2.0 g, 9.7 mmol) in THF (10 mL) was added and the reaction mixture was stirred at ambient temperature for two hours. Aqueous sodium bicarbonate (20 mL) was carefully added and the mixture was extracted with EtOAc (2×50 mL). The...